The task is: describe an organic reaction: reactants, conditions, products, and yield. This data is from the Open Reaction Database (ORD), a public repository of structured organic reaction records. Reactants: BrC1=NC=C(C=C1N)C1=CC=C(C=C1)Cl (2-bromo-5-(4-chlorophenyl)pyridin-3-ylamine), Br (HBr), N(=O)[O-].[Na+] (sodium nitrite), CuBr, Br (HBr). Solvent: O (water), O (water), O (water). Reaction conditions: temperature 0 celsius, time 10 minute. Product: BrC1=NC=C(C=C1Br)C1=CC=C(C=C1)Cl (2,3-dibromo-5-(4-chlorophenyl)pyridine). As a reaction SMILES: N([O-])=O.[Na+].[Br:5][C:6]1[C:11](N)=[CH:10][C:9]([C:13]2[CH:18]=[CH:17][C:16]([Cl:19])=[CH:15][CH:14]=2)=[CH:8][N:7]=1.[BrH:20]>O>[Br:5][C:6]1[C:11]([Br:20])=[CH:10][C:9]([C:13]2[CH:18]=[CH:17][C:16]([Cl:19])=[CH:15][CH:14]=2)=[CH:8][N:7]=1 |f:0.1|. Reported procedure: A solution of 0.33 g (4.85 mmol) of sodium nitrite in 1.9 mL of water was added at 0° C. with vigorous stirring to a suspension of 1.25 g (4.41 mmol) of 2-bromo-5-(4-chlorophenyl)pyridin-3-ylamine in 9.90 mL (88.16 mmol) of 48% aqueous HBr and 9.90 mL of water and stirred for a further 10 minutes at 0° C. Subsequently a solution of 0.95 g (6.61 mmol) of CuBr in 3.47 mL of 48% aqueous HBr was added and the mixture was stirred for I hour at 60° C. The reaction mixture was diluted with water and ex... The reactants are CC1(NC2=CC=CC=C2C(C1)C)C (2,2,4-trimethyl-1,2,3,4-tetrahydroquinoline), C(CCCCCCCCCCC)N=C=O (n-dodecyl isocyanate). Run in CCOCC (ether). Conditions: temperature -70 celsius, time 7 day. Product: C(CCCCCCCCCCC)NC(=O)N1C(CC(C2=CC=CC=C12)C)(C)C (N-n-Dodecylaminocarbonyl-2,2,4-trimethyl-1,2,3,4-tetrahydroquinoline). Isolated yield 66.0%. Reaction SMILES: [CH3:1][C:2]1([CH3:13])[CH2:11][CH:10]([CH3:12])[C:9]2[C:4](=[CH:5][CH:6]=[CH:7][CH:8]=2)[NH:3]1.[CH2:14]([N:26]=[C:27]=[O:28])[CH2:15][CH2:16][CH2:17][CH2:18][CH2:19][CH2:20][CH2:21][CH2:22][CH2:23][CH2:24][CH3:25]>CCOCC>[CH2:14]([NH:26][C:27]([N:3]1[C:4]2[C:9](=[CH:8][CH:7]=[CH:6][CH:5]=2)[CH:10]([CH3:12])[CH2:11][C:2]1([CH3:13])[CH3:1])=[O:28])[CH2:15][CH2:16][CH2:17][CH2:18][CH2:19][CH2:20][CH2:21][CH2:22][CH2:23][CH2:24][CH3:25]. Reported procedure: 0.1 mole of 2,2,4-trimethyl-1,2,3,4-tetrahydroquinoline is dissolved in 50 ml of ether and the solution is mixed with 0.1 mole of n-dodecyl isocyanate. A spatula tip of diazadicyclooctane is then added, the mixture is left to stand for 7 days at 20° to 25° C. and cooled at -70° C. and the precipitate which has separated out is filtered off. N-n-Dodecylaminocarbonyl-2,2,4-trimethyl-1,2,3,4-tetrahydroquinoline with a melting point of 48°-50° C. is obtained. Yield: 66% of theory. Reactants: C(C)OC(C[C@H](N1C(C(CC1)CCCC1(OCCO1)C)=O)C1=CC2=C(CCO2)C=C1)=O (3(S)-(2,3-Dihydro-benzofuran-6-yl)-3-(3-[3-(2-methyl-[1,3]dioxolan-2-yl)-propyl]-2-oxo-pyrrolidin-1-yl)-propionic acid ethyl ester), CC=1C=CC(=CC1)S(=O)(=O)O (p-TSA), CC(=O)C (acetone). Solvent: CCOC(=O)C (EtOAc). Yields the product C(C)OC(C[C@H](N1C(C(CC1)CCCC(C)=O)=O)C1=CC2=C(CCO2)C=C1)=O (3(S)-(2,3-Dihydro-benzofuran-6-yl)-3-[2-oxo-3-(4-oxo-pentyl)-pyrrolidin-1-yl]-propionic acid ethyl ester). RXN SMILES: [CH2:1]([O:3][C:4](=[O:31])[CH2:5][C@@H:6]([C:22]1[CH:30]=[CH:29][C:25]2[CH2:26][CH2:27][O:28][C:24]=2[CH:23]=1)[N:7]1[CH2:11][CH2:10][CH:9]([CH2:12][CH2:13][CH2:14][C:15]2([CH3:20])OCC[O:16]2)[C:8]1=[O:21])[CH3:2].CC1C=CC(S(O)(=O)=O)=CC=1.CC(C)=O>CCOC(C)=O>[CH2:1]([O:3][C:4](=[O:31])[CH2:5][C@@H:6]([C:22]1[CH:30]=[CH:29][C:25]2[CH2:26][CH2:27][O:28][C:24]=2[CH:23]=1)[N:7]1[CH2:11][CH2:10][CH:9]([CH2:12][CH2:13][CH2:14][C:15](=[O:16])[CH3:20])[C:8]1=[O:21])[CH3:2]. Procedure: A solution of 4-1 (600 mg, 1.4 mmol), p-TSA (20 mg) and acetone (50 mL) was heated at reflux for 4 hr. The cooled reaction mixture was diluted with EtOAc and then washed with sat. NaHCO3 and brine, dried (MgSO4), and concentrated to afford 4-2 as a colorless oil. The reactants are N#Cc1cc(Br)ccc1F, CN(C)C=O, [H-], [Na+], O, OCCCc1ccccc1. Reaction SMILES: [Br:13][c:14]1[cH:15][cH:16][c:17]([F:22])[c:18]([C:19]#[N:20])[cH:21]1.[CH3:24][N:25]([CH3:26])[CH:27]=[O:28].[H-:11].[Na+:12].[OH2:23].[c:1]1([CH2:7][CH2:8][CH2:9][OH:10])[cH:2][cH:3][cH:4][cH:5][cH:6]1>>[c:1]1([CH2:7][CH2:8][CH2:9][O:10][c:17]2[cH:16][cH:15][c:14]([Br:13])[cH:21][c:18]2[C:19]#[N:20])[cH:2][cH:3][cH:4][cH:5][cH:6]1. Product: N#Cc1cc(Br)ccc1OCCCc1ccccc1.